describe an organic reaction: reactants, conditions, products, and yield From a dataset of the Open Reaction Database (ORD), a public repository of structured organic reaction records. The reactants are A2, Br.C(C)OC(=O)C1=NC=CN=C1CSC(N)=N (3-carbamimidoylsulfanylmethyl-pyrazine-2-carboxylic acid ethyl ester hydrobromide), ClC1=C(CBr)C=C(C=C1)C(F)(F)F (2-chloro-5-trifluoromethyl-benzylbromide), C([O-])([O-])=O.[K+].[K+] (potassium carbonate). The reagents and catalysts are O (water). Run in C(C)#N (acetonitrile). Run at temperature 120 celsius. The product is C(C)OC(=O)C1=NC=CN=C1CSCC1=C(C=CC(=C1)C(F)(F)F)Cl (3-(2-chloro-5-trifluoromethyl-benzylsulfanylmethyl)-pyrazine-2-carboxylic acid ethyl ester). RXN SMILES: Br.[CH2:2]([O:4][C:5]([C:7]1[C:12]([CH2:13][S:14][C:15](=N)N)=[N:11][CH:10]=[CH:9][N:8]=1)=[O:6])[CH3:3].[Cl:18][C:19]1[CH:26]=[CH:25][C:24]([C:27]([F:30])([F:29])[F:28])=[CH:23][C:20]=1CBr.C(=O)([O-])[O-].[K+].[K+]>C(#N)C.O>[CH2:2]([O:4][C:5]([C:7]1[C:12]([CH2:13][S:14][CH2:15][C:20]2[CH:23]=[C:24]([C:27]([F:29])([F:30])[F:28])[CH:25]=[CH:26][C:19]=2[Cl:18])=[N:11][CH:10]=[CH:9][N:8]=1)=[O:6])[CH3:3] |f:0.1,3.4.5|. Reported procedure: To a solution of 3-carbamimidoylsulfanylmethyl-pyrazine-2-carboxylic acid ethyl ester hydrobromide (0.367 g) in acetonitrile (2 ml) was added 2-chloro-5-trifluoromethyl-benzylbromide (commercially available) (0.294 g), potassium carbonate (0.316 g) and water (3 drops). The reaction mixture was heated to 120° C. for 10 minutes in the microwave. The reaction mixture was filtered and the filtrate concentrated. The residue was purified by chromatography on silica gel (eluent: 0-10% v/v ethyl acetate... Starting materials: ClC=1C=C(C=CC1Cl)C1=CC=C(C=O)O1 (5-(3,4-dichlorophenyl)furfural), [N+](=O)([O-])C (nitromethane), C(C)(=O)O (acetic acid), C(CC)N (n-propylamine), C(C)(=O)[O-].C(CC)[NH3+] (n-propylammonium acetate). Solvent: CO (methanol). Reaction conditions: temperature 0 celsius, time 30 minute. The product is ClC=1C=C(C=CC1Cl)C=1OC(=CC1)\C=C\[N+](=O)[O-] (2-(3,4-dichlorophenyl)-5-((E)-2-nitrovinyl)furan). The yield is 97.0%. As a reaction SMILES: C(O)(=O)C.C(N)CC.C([O-])(=O)C.C([NH3+])CC.[Cl:17][C:18]1[CH:19]=[C:20]([C:25]2[O:31][C:28]([CH:29]=O)=[CH:27][CH:26]=2)[CH:21]=[CH:22][C:23]=1[Cl:24].[N+:32]([CH3:35])([O-:34])=[O:33]>CO>[Cl:17][C:18]1[CH:19]=[C:20]([C:25]2[O:31][C:28](/[CH:29]=[CH:35]/[N+:32]([O-:34])=[O:33])=[CH:27][CH:26]=2)[CH:21]=[CH:22][C:23]=1[Cl:24] |f:2.3|. Procedure: A stirred solution of acetic acid (1.4 ml, 1.46 g, 24.3 mmol) in methanol (3.5 ml) under nitrogen atmosphere at 0° C. was treated dropwise with n-propylamine (2.0 ml, 1.42 g, 24.0 mmol). The resulting n-propylammonium acetate solution was stirred at 0° C. for 5 min, then added dropwise to a stirred solution of 5-(3,4-dichlorophenyl)furfural (10.04 g, 41.6 mmol) in nitromethane (6.8 ml, 7.61 g, 124.7 mmol) at 0° C. The resulting mixture was stirred at 0° C. for 30 min. Then the cooling bath was r...